Dataset: the Open Reaction Database (ORD), a public repository of structured organic reaction records. Task: describe an organic reaction: reactants, conditions, products, and yield Procedure: A solution of 3,5-dichloro-4-(4-isobutyramidophenoxy)phenylacetic acid (70 mg), 3-ethyl-1-[3-(dimethylamino)propyl]carbodiimide hydrochloride (49 mg), 1-hydroxybenzo-triazole hydrate, (45 mg) in dimethyl formamide (2 mL) was stirred at room temperature for 0.5 hours followed by addition of a solution of methyl glycine hydrochloride (46 mg) and triethylamine (56 mg) in dimethylformamide (1 mL). After stirring for one day, the reaction mixture was concentrated. The residue was purified by HPLC as ... The solvent is CN(C=O)C (dimethylformamide), C(C)N(CC)CC (triethylamine), CN(C=O)C (dimethyl formamide). RXN SMILES: [Cl:1][C:2]1[CH:3]=[C:4]([CH2:22][C:23]([OH:25])=O)[CH:5]=[C:6]([Cl:21])[C:7]=1[O:8][C:9]1[CH:14]=[CH:13][C:12]([NH:15][C:16](=[O:20])[CH:17]([CH3:19])[CH3:18])=[CH:11][CH:10]=1.Cl.C(N=C=NCCCN(C)C)C.O.ON1C2C=CC=CC=2N=N1.Cl.[CH3:50][NH:51][CH2:52][C:53]([OH:55])=[O:54]>CN(C)C=O.C(N(CC)CC)C>[CH3:50][N:51]([C:23](=[O:25])[CH2:22][C:4]1[CH:5]=[C:6]([Cl:21])[C:7]([O:8][C:9]2[CH:14]=[CH:13][C:12]([NH:15][C:16](=[O:20])[CH:17]([CH3:18])[CH3:19])=[CH:11][CH:10]=2)=[C:2]([Cl:1])[CH:3]=1)[CH2:52][C:53]([OH:55])=[O:54] |f:1.2,3.4,5.6|. Starting materials: Cl.CNCC(=O)O (methyl glycine hydrochloride), ClC=1C=C(C=C(C1OC1=CC=C(C=C1)NC(C(C)C)=O)Cl)CC(=O)O (3,5-dichloro-4-(4-isobutyramidophenoxy)phenylacetic acid), Cl.C(C)N=C=NCCCN(C)C (3-ethyl-1-[3-(dimethylamino)propyl]carbodiimide hydrochloride), O.ON1N=NC2=C1C=CC=C2 (1-hydroxybenzo-triazole hydrate). Yields the product CN(CC(=O)O)C(CC1=CC(=C(C(=C1)Cl)OC1=CC=C(C=C1)NC(C(C)C)=O)Cl)=O (methyl N-[3,5-dichloro-4-(4-isobutyramidophenoxy)phenylacetyl]glycine). Run at time 1 day. Reactants: FC(C=1C=C(CNCC2=C(C=CC(=C2)C(F)(F)F)C2=C(C=CC(=C2)C(C)C)OC)C=C(C1)C(F)(F)F)(F)F ([3,5-bis(trifluoromethyl)benzyl]{[5′-isopropyl-2′-methoxy-4-(trifluoromethyl)biphenyl-2-yl]methyl}amine), C(=O)(O)[O-].[Na+] (NaHCO3). Solvent: C(=O)O (formic acid). Yields the product FC(C=1C=C(CN(C=O)CC2=C(C=CC(=C2)C(F)(F)F)C2=C(C=CC(=C2)C(C)C)OC)C=C(C1)C(F)(F)F)(F)F ([3,5-bis(trifluoromethyl)benzyl]{[5′-isopropyl-2′-methoxy-4-(trifluoromethyl)biphenyl-2-yl]methyl}formamide). As a reaction SMILES: [F:1][C:2]([F:38])([F:37])[C:3]1[CH:4]=[C:5]([CH:30]=[C:31]([C:33]([F:36])([F:35])[F:34])[CH:32]=1)[CH2:6][NH:7][CH2:8][C:9]1[CH:14]=[C:13]([C:15]([F:18])([F:17])[F:16])[CH:12]=[CH:11][C:10]=1[C:19]1[CH:24]=[C:23]([CH:25]([CH3:27])[CH3:26])[CH:22]=[CH:21][C:20]=1[O:28][CH3:29].[C:39]([O-])(O)=[O:40].[Na+]>C(O)=O>[F:1][C:2]([F:37])([F:38])[C:3]1[CH:4]=[C:5]([CH:30]=[C:31]([C:33]([F:36])([F:34])[F:35])[CH:32]=1)[CH2:6][N:7]([CH2:8][C:9]1[CH:14]=[C:13]([C:15]([F:18])([F:17])[F:16])[CH:12]=[CH:11][C:10]=1[C:19]1[CH:24]=[C:23]([CH:25]([CH3:26])[CH3:27])[CH:22]=[CH:21][C:20]=1[O:28][CH3:29])[CH:39]=[O:40] |f:1.2|. Reported procedure: A solution of [3,5-bis(trifluoromethyl)benzyl]{[5′-isopropyl-2′-methoxy-4-(trifluoromethyl)biphenyl-2-yl]methyl}amine (88 mg, 0.43 mmol) (Example 20) in 80% formic acid (3 mL) was heated to and maintained at reflux for 24 hours. The reaction was then cooled to room temperature, poured into saturated NaHCO3 (30 mL), and, after neutralization was complete, extracted with EtOAc (25 mL). The organic extracts were washed with brine (10 mL), dried over Na2SO4, filtered, and concentrated. Purification ...